This data is from the Open Reaction Database (ORD), a public repository of structured organic reaction records. The task is: describe an organic reaction: reactants, conditions, products, and yield Reactants: CN(C)CC(=O)O, CS(C)=O, CCOC(C)=O, [Cu]I, FC(F)(F)c1n[nH]c2c1CCOC2, O=c1[nH]c(=O)n(CCCN2CC3CC3(c3ccc(C(F)(F)F)cc3)C2)cc1I, [K+], [K+], O=C([O-])[O-]. The product is O=c1[nH]c(=O)n(CCCN2CC3CC3(c3ccc(C(F)(F)F)cc3)C2)cc1-n1nc(C(F)(F)F)c2c1COCC2. RXN SMILES: [CH3:29][N:30]([CH2:31][C:32](=[O:33])[OH:34])[CH3:35].[CH3:55][S:56](=[O:57])[CH3:58].[CH3:59][CH2:60][O:61][C:62]([CH3:63])=[O:64].[Cu:65][I:66].[F:42][C:43]([c:44]1[c:45]2[c:46]([nH:47][n:48]1)[CH2:49][O:50][CH2:51][CH2:52]2)([F:53])[F:54].[I:1][c:2]1[c:3](=[O:28])[nH:4][c:5](=[O:27])[n:6]([CH2:8][CH2:9][CH2:10][N:11]2[CH2:12][C:13]3([c:17]4[cH:18][cH:19][c:20]([C:23]([F:24])([F:25])[F:26])[cH:21][cH:22]4)[CH2:14][CH:15]3[CH2:16]2)[cH:7]1.[K+:36].[K+:37].[O-:38][C:39]([O-:40])=[O:41]>>[c:2]1(-[n:47]2[c:46]3[c:45]([c:44]([C:43]([F:42])([F:53])[F:54])[n:48]2)[CH2:52][CH2:51][O:50][CH2:49]3)[c:3](=[O:28])[nH:4][c:5](=[O:27])[n:6]([CH2:8][CH2:9][CH2:10][N:11]2[CH2:12][C:13]3([c:17]4[cH:18][cH:19][c:20]([C:23]([F:24])([F:25])[F:26])[cH:21][cH:22]4)[CH2:14][CH:15]3[CH2:16]2)[cH:7]1.